Dataset: the Open Reaction Database (ORD), a public repository of structured organic reaction records. Task: describe an organic reaction: reactants, conditions, products, and yield The reactants are FC(C(=O)O)(F)F.ClC=1C=NC=2NC=3C=CC=C(\C=C/C4=CC=CC(NC1N2)=C4)C3 ((14Z)-6-chloro-2,4,8,22-tetraazatetracyclo[14.3.1.1(3,7).1(9,13)]docosa-1(20),3(22),4,6,9(21),10,12,14,16,18-decaene trifluoroacetate). Reagents/catalysts: [Pd] (palladium on carbon). Solvent: C(C)O (ethanol). Reaction conditions: time 1 hour. Yields the product FC(C(=O)O)(F)F.ClC=1C=NC=2NC=3C=CC=C(CCC4=CC=CC(NC1N2)=C4)C3 (6-Chloro-2,4,8,22-tetraazatetracyclo[14.3.1.1(3,7).1(9,13)]docosa-1(20),3(22),4,6,9(21),10,12,16,18-nonaene trifluoroacetate), FC(C(=O)[O-])(F)F (trifluoroacetate). Yield: 66.9%. As a reaction SMILES: [F:1][C:2]([F:7])([F:6])[C:3]([OH:5])=[O:4].[Cl:8][C:9]1[CH:10]=[N:11][C:12]2[NH:13][C:14]3[CH:15]=[CH:16][CH:17]=[C:18]([CH:30]=3)[CH:19]=[CH:20][C:21]3[CH:29]=[C:25]([NH:26][C:27]=1[N:28]=2)[CH:24]=[CH:23][CH:22]=3>C(O)C.[Pd]>[F:1][C:2]([F:7])([F:6])[C:3]([OH:5])=[O:4].[Cl:8][C:9]1[CH:10]=[N:11][C:12]2[NH:13][C:14]3[CH:15]=[CH:16][CH:17]=[C:18]([CH:30]=3)[CH2:19][CH2:20][C:21]3[CH:29]=[C:25]([NH:26][C:27]=1[N:28]=2)[CH:24]=[CH:23][CH:22]=3.[F:1][C:2]([F:7])([F:6])[C:3]([O-:5])=[O:4] |f:0.1,4.5|. Procedure details: To a solution of (14Z)-6-chloro-2,4,8,22-tetraazatetracyclo[14.3.1.1(3,7).1(9,13)]docosa-1(20),3(22),4,6,9(21),10,12,14,16,18-decaene trifluoroacetate (21 mg, 0.045 mmol) in ethanol (1 mL) was added 5% palladium on carbon (5 mg) and the mixture was purged and degassed with hydrogen three times. The mixture was stirred for 1 hour with balloon pressure of hydrogen. Filtration through celite and purification by preparative LCMS (pH 2) gave the desired product as a trifluoroacetate salt (1.7 mg, 30%... Starting materials: O (H2O), CCN(C(C)C)C(C)C (DIPEA), O=C1C=C(OC2=C(C=CC=C12)C(=O)Cl)C1=CC(=CC=C1)C(F)(F)F (4-oxo-2-(3-(trifluoromethyl)phenyl)-4H-chromene-8-carbonyl chloride), Cl.N1(CCCC1)CC1=CC=CC(=N1)N (6-(pyrrolidin-1-ylmethyl)pyridin-2-amine hydrochloride). Solvent: CC#N (CH3CN). Reaction conditions: temperature 60 celsius. Product: O=C1C=C(OC2=C(C=CC=C12)C(=O)NC1=NC(=CC=C1)CN1CCCC1)C1=CC(=CC=C1)C(F)(F)F (4-oxo-N-(6-(pyrrolidin-1-ylmethyl)pyridin-2-yl)-2-(3-(trifluoromethyl)phenyl)-4H-chromene-8-carboxamide). Yield: 39.7%. As a reaction SMILES: CCN(C(C)C)C(C)C.[O:10]=[C:11]1[C:20]2[C:15](=[C:16]([C:21](Cl)=[O:22])[CH:17]=[CH:18][CH:19]=2)[O:14][C:13]([C:24]2[CH:29]=[CH:28][CH:27]=[C:26]([C:30]([F:33])([F:32])[F:31])[CH:25]=2)=[CH:12]1.Cl.[N:35]1([CH2:40][C:41]2[N:46]=[C:45]([NH2:47])[CH:44]=[CH:43][CH:42]=2)[CH2:39][CH2:38][CH2:37][CH2:36]1.O>CC#N>[O:10]=[C:11]1[C:20]2[C:15](=[C:16]([C:21]([NH:47][C:45]3[CH:44]=[CH:43][CH:42]=[C:41]([CH2:40][N:35]4[CH2:39][CH2:38][CH2:37][CH2:36]4)[N:46]=3)=[O:22])[CH:17]=[CH:18][CH:19]=2)[O:14][C:13]([C:24]2[CH:29]=[CH:28][CH:27]=[C:26]([C:30]([F:33])([F:32])[F:31])[CH:25]=2)=[CH:12]1 |f:2.3|. Reported procedure: DIPEA (125 mL, 0.705 mmol) was added to a solution of 4-oxo-2-(3-(trifluoromethyl)phenyl)-4H-chromene-8-carbonyl chloride 37 (83 mg, 0.235 mmol) and 6-(pyrrolidin-1-ylmethyl)pyridin-2-amine hydrochloride 49 (75 mg, 0.353 mmol) in CH3CN (15 mL). The reaction mixture was heated at 60° C. for 12 h, cooled to room temperature and poured into H2O. The mixture was extracted with CH2Cl2. The combined organics were dried (MgSO4) and concentrated. The crude residue was purified by MPLC eluting with CH2Cl... Reactants: BrB(Br)Br, COc1ccc(C)c2c1CCC(=O)N2, ClCCl, O. Product: Cc1ccc(O)c2c1NC(=O)CC2. Reaction SMILES: [B:4]([Br:5])([Br:6])[Br:7].[CH3:8][O:9][c:10]1[c:11]2[c:16]([c:17]([CH3:20])[cH:18][cH:19]1)[NH:15][C:14](=[O:21])[CH2:13][CH2:12]2.[Cl:1][CH2:2][Cl:3].[OH2:22]>>[OH:9][c:10]1[c:11]2[c:16]([c:17]([CH3:20])[cH:18][cH:19]1)[NH:15][C:14](=[O:21])[CH2:13][CH2:12]2. Starting materials: O1COC2=C1C=CC(=C2)CN2C(C1=CC=C(C=C1C(=C2CO)C2=CC=CC=C2)Br)=O (2-(benzo[1,3]dioxol-5-ylmethyl)-6-bromo-3-hydroxymethyl-4-phenyl-2H-isoquinolin-1-one), [H-].[Na+] (sodium hydride), O (water), C(C1=CC=CC=C1)Br (benzylbromide). The solvent is C1CCOC1 (THF). Yields the product O1COC2=C1C=CC(=C2)CN2C(C1=CC=C(C=C1C(=C2COCC2=CC=CC=C2)C2=CC=CC=C2)Br)=O (2-(benzo[1,3]dioxol-5-ylmethyl)-3-benzyloxymethyl-6-bromo-4-phenyl-2H-isoquinolin-1-one). As a reaction SMILES: [O:1]1[C:5]2[CH:6]=[CH:7][C:8]([CH2:10][N:11]3[C:20]([CH2:21][OH:22])=[C:19]([C:23]4[CH:28]=[CH:27][CH:26]=[CH:25][CH:24]=4)[C:18]4[C:13](=[CH:14][CH:15]=[C:16]([Br:29])[CH:17]=4)[C:12]3=[O:30])=[CH:9][C:4]=2[O:3][CH2:2]1.[H-].[Na+].[CH2:33](Br)[C:34]1[CH:39]=[CH:38][CH:37]=[CH:36][CH:35]=1.O>C1COCC1>[O:1]1[C:5]2[CH:6]=[CH:7][C:8]([CH2:10][N:11]3[C:20]([CH2:21][O:22][CH2:33][C:34]4[CH:39]=[CH:38][CH:37]=[CH:36][CH:35]=4)=[C:19]([C:23]4[CH:28]=[CH:27][CH:26]=[CH:25][CH:24]=4)[C:18]4[C:13](=[CH:14][CH:15]=[C:16]([Br:29])[CH:17]=4)[C:12]3=[O:30])=[CH:9][C:4]=2[O:3][CH2:2]1 |f:1.2|. Procedure details: To a solution (2.5 ml) of 2-(benzo[1,3]dioxol-5-ylmethyl)-6-bromo-3-hydroxymethyl-4-phenyl-2H-isoquinolin-1-one (250 mg) in THF was added sodium hydride (26 mg) at 0° C. with stirring. The mixture was stirred at room temperature for 10 min., benzylbromide (71 μl) was added, and the mixture was further stirred for 2 hrs. To the reaction mixture was added water and the mixture was extracted with ethyl acetate. The organic layer was dried over magnesium sulfate and concentrated under reduced pressu... Reactants: N1C=C(C2=CC=CC=C12)CCS (indole 3-ethanethiol), C(C)(=O)NCC(C)=O (acetamidoacetone). Solvent: C1=CC=CC=C1 (benzene). Conditions: time 8 hour. Yields the product C(C)(=O)NCC1(OCCC2=C1NC1=CC=CC=C21)C (1-(acetamidomethyl)-1-methyl-1,3,4,9-tetrahydropyrano[3,4-b]indole). Reaction SMILES: [NH:1]1[C:9]2[C:4](=[CH:5][CH:6]=[CH:7][CH:8]=2)[C:3]([CH2:10][CH2:11]S)=[CH:2]1.[C:13]([NH:16][CH2:17][C:18](=[O:20])[CH3:19])(=[O:15])[CH3:14]>C1C=CC=CC=1>[C:13]([NH:16][CH2:17][C:18]1([CH3:19])[C:2]2[NH:1][C:9]3[C:4]([C:3]=2[CH2:10][CH2:11][O:20]1)=[CH:5][CH:6]=[CH:7][CH:8]=3)(=[O:15])[CH3:14]. Procedure details: A mixture of tryptophol (3.86 g; II, R2, R3, R4, R5, R6 = H and X1 =OH) and acetamidoacetone (3.0 g), see R. H. Wileg and O.H. Borum, J. Amer. Chem. Soc., 70, 2005 (1948), in 300 ml of dry benzene is stirred and heated to reflux. Water is collected in a Dean-Stark trap. After removal of the water five drops of boron trifluoride-etherate is addded and the mixture refluxed 30 min. using the water-separator again. After stirring at room temperature overnight, the reaction mixture is evaporated to d...